Dataset: the Open Reaction Database (ORD), a public repository of structured organic reaction records. Task: describe an organic reaction: reactants, conditions, products, and yield The reactants are [K+], NN, [OH-], O, OCCOCCO, O=C(CC1CCNCC1)c1cc(-c2ccccc2)nc2ccccc12. Yields the product c1ccc(-c2cc(CCC3CCNCC3)c3ccccc3n2)cc1. As a reaction SMILES: [K+:30].[NH2:27][NH2:28].[OH-:29].[OH2:26].[OH:31][CH2:32][CH2:33][O:34][CH2:35][CH2:36][OH:37].[c:1]1(-[c:7]2[n:8][c:9]3[cH:10][cH:11][cH:12][cH:13][c:14]3[c:15]([C:17]([CH2:18][CH:19]3[CH2:20][CH2:21][NH:22][CH2:23][CH2:24]3)=[O:25])[cH:16]2)[cH:2][cH:3][cH:4][cH:5][cH:6]1>>[c:1]1(-[c:7]2[n:8][c:9]3[cH:10][cH:11][cH:12][cH:13][c:14]3[c:15]([CH2:17][CH2:18][CH:19]3[CH2:20][CH2:21][NH:22][CH2:23][CH2:24]3)[cH:16]2)[cH:2][cH:3][cH:4][cH:5][cH:6]1. The reactants are ClCC(=O)N1C2=C(NC(C3=C1C=CC=C3)=O)C=CC=C2 (5-(chloroacetyl)-5,10-dihydro-11H-dibenzo[b,e][1,4]diazepin-11-one), N1(CCOCC1)CC1NCCCC1 (2-[(4-morpholinyl)methyl]piperidine). Yields the product N1(CCOCC1)CC1N(CCCC1)CC(=O)N1C2=C(NC(C3=C1C=CC=C3)=O)C=CC=C2 (5,10-Dihydro-5-[[2-[(4-morpholinyl)methyl]-1-piperidinyl]-acetyl]-11H-dibenzo[b,e][1,4]diazepin-11-one). RXN SMILES: Cl[CH2:2][C:3]([N:5]1[C:11]2[CH:12]=[CH:13][CH:14]=[CH:15][C:10]=2[C:9](=[O:16])[NH:8][C:7]2[CH:17]=[CH:18][CH:19]=[CH:20][C:6]1=2)=[O:4].[N:21]1([CH2:27][CH:28]2[CH2:33][CH2:32][CH2:31][CH2:30][NH:29]2)[CH2:26][CH2:25][O:24][CH2:23][CH2:22]1>>[N:21]1([CH2:27][CH:28]2[CH2:33][CH2:32][CH2:31][CH2:30][N:29]2[CH2:2][C:3]([N:5]2[C:11]3[CH:12]=[CH:13][CH:14]=[CH:15][C:10]=3[C:9](=[O:16])[NH:8][C:7]3[CH:17]=[CH:18][CH:19]=[CH:20][C:6]2=3)=[O:4])[CH2:26][CH2:25][O:24][CH2:23][CH2:22]1. Procedure details: The title compound is prepared analogously to Example 2 from 5-(chloroacetyl)-5,10-dihydro-11H-dibenzo[b,e][1,4]diazepin-11-one and 2-[(4-morpholinyl)methyl]piperidine to give colorless crystals, mp. 194°-195° C. (after recrystallisation from diisopropyl ether and acetonitrile using activated charcoal). Starting materials: NCCN, ClCCl, CCNC(=O)C1OC(n2cnc3c(NCC(c4ccccc4)c4ccccc4)nc(C(=O)NC)nc32)C(O)C1O. The product is CCNC(=O)C1OC(n2cnc3c(NCC(c4ccccc4)c4ccccc4)nc(C(=O)NCCN)nc32)C(O)C1O. RXN SMILES: [CH2:41]([CH2:42][NH2:43])[NH2:44].[Cl:45][CH2:46][Cl:47].[c:1]1([CH:7]([CH2:8][NH:9][c:10]2[c:11]3[n:12][cH:13][n:14]([CH:23]4[O:24][CH:25]([C:30](=[O:31])[NH:32][CH2:33][CH3:34])[CH:26]([OH:29])[CH:27]4[OH:28])[c:15]3[n:16][c:17]([C:19](=[O:20])[NH:21][CH3:22])[n:18]2)[c:35]2[cH:36][cH:37][cH:38][cH:39][cH:40]2)[cH:2][cH:3][cH:4][cH:5][cH:6]1>>[c:1]1([CH:7]([CH2:8][NH:9][c:10]2[c:11]3[n:12][cH:13][n:14]([CH:23]4[O:24][CH:25]([C:30](=[O:31])[NH:32][CH2:33][CH3:34])[CH:26]([OH:29])[CH:27]4[OH:28])[c:15]3[n:16][c:17]([C:19](=[O:20])[NH:21][CH2:22][CH2:42][NH2:43])[n:18]2)[c:35]2[cH:36][cH:37][cH:38][cH:39][cH:40]2)[cH:2][cH:3][cH:4][cH:5][cH:6]1.